This data is from the Open Reaction Database (ORD), a public repository of structured organic reaction records. The task is: describe an organic reaction: reactants, conditions, products, and yield The reactants are BrB(Br)Br, COc1cc2c(=O)ccn3c4ccc(Br)cc4c(c1)c23, ClCCl, O. The product is O=c1ccn2c3ccc(Br)cc3c3cc(O)cc1c32. Reaction SMILES: [B:21]([Br:22])([Br:23])[Br:24].[Br:1][c:2]1[cH:3][cH:4][c:5]2[n:6]3[c:7]4[c:8]([cH:9][c:10]([O:15][CH3:16])[cH:11][c:12]4[c:13]2[cH:14]1)[c:17](=[O:20])[cH:18][cH:19]3.[CH2:26]([Cl:27])[Cl:28].[OH2:25]>>[Br:1][c:2]1[cH:3][cH:4][c:5]2[n:6]3[c:7]4[c:8]([cH:9][c:10]([OH:15])[cH:11][c:12]4[c:13]2[cH:14]1)[c:17](=[O:20])[cH:18][cH:19]3. The reactants are Clc1ccc(C(Cc2ccncc2)c2cccc(Br)c2)cc1, Brc1cccc2cccnc12, O=C([O-])[O-], CCOC(C)=O, [Cl-], [K+], [NH4+], [Na+], [Na+], CC(=O)[O-], CN(C)C=O. The product is Clc1ccc(C(Cc2ccncc2)c2cccc(-c3cccc4cccnc34)c2)cc1. As a reaction SMILES: [Br:1][c:2]1[cH:3][c:4]([CH:8]([CH2:9][c:10]2[cH:11][cH:12][n:13][cH:14][cH:15]2)[c:16]2[cH:17][cH:18][c:19]([Cl:22])[cH:20][cH:21]2)[cH:5][cH:6][cH:7]1.[Br:28][c:29]1[cH:30][cH:31][cH:32][c:33]2[cH:34][cH:35][cH:36][n:37][c:38]12.[C:39](=[O:40])([O-:41])[O-:42].[CH3:52][CH2:53][O:54][C:55](=[O:56])[CH3:57].[Cl-:50].[K+:27].[NH4+:51].[Na+:43].[Na+:44].[O-:23][C:24]([CH3:25])=[O:26].[O:45]=[CH:46][N:47]([CH3:48])[CH3:49]>>[c:2]1(-[c:29]2[cH:30][cH:31][cH:32][c:33]3[cH:34][cH:35][cH:36][n:37][c:38]23)[cH:3][c:4]([CH:8]([CH2:9][c:10]2[cH:11][cH:12][n:13][cH:14][cH:15]2)[c:16]2[cH:17][cH:18][c:19]([Cl:22])[cH:20][cH:21]2)[cH:5][cH:6][cH:7]1. The reactants are C=CCOC(=O)N1CC(C(C)O)CN1C(=O)OCC=C, CC(C)O, CC(C)=O. Product: C=CCOC(=O)N1CC(C(C)=O)CN1C(=O)OCC=C. Reaction SMILES: [CH2:1]([CH:2]=[CH2:3])[O:4][C:5](=[O:6])[N:7]1[N:8]([C:15](=[O:16])[O:17][CH2:18][CH:19]=[CH2:20])[CH2:9][CH:10]([CH:12]([CH3:13])[OH:14])[CH2:11]1.[CH3:21][CH:22]([OH:23])[CH3:24].[CH3:25][C:26](=[O:27])[CH3:28]>>[CH2:1]([CH:2]=[CH2:3])[O:4][C:5](=[O:6])[N:7]1[N:8]([C:15](=[O:16])[O:17][CH2:18][CH:19]=[CH2:20])[CH2:9][CH:10]([C:12]([CH3:13])=[O:14])[CH2:11]1. Starting materials: NC=1C=C2C(=CNC2=CC1)CC#N (5-aminoindole-3-acetonitrile), C(C)(=O)OC(C)=O (acetic anhydride). Solvent: N1=CC=CC=C1 (pyridine). Run at time 18 hour. Yields the product C(#N)CC1=CNC2=CC=C(C=C12)NC(C)=O (N-[3-Cyanomethyl-1H-indol-5-yl]acetamide). RXN SMILES: [NH2:1][C:2]1[CH:3]=[C:4]2[C:8](=[CH:9][CH:10]=1)[NH:7][CH:6]=[C:5]2[CH2:11][C:12]#[N:13].[C:14](OC(=O)C)(=[O:16])[CH3:15]>N1C=CC=CC=1>[C:12]([CH2:11][C:5]1[C:4]2[C:8](=[CH:9][CH:10]=[C:2]([NH:1][C:14](=[O:16])[CH3:15])[CH:3]=2)[NH:7][CH:6]=1)#[N:13]. Procedure details: A solution of 6.0 g (0.035 mole) of 5-aminoindole-3-acetonitrile, Example 1, in 30 ml pyridine was treated with 15 ml of acetic anhydride. After stirring 18 hours, the solvent was removed in vacuo and residue recrystallized twice from EtOH to yield 4.35 g of product: m.p. 176°-177°. Reactants: ClC1=NC=C(C=C1)[N+](=O)[O-] (2-chloro-5-nitropyridine), ice water, [H-].[Na+] (sodium hydride), CC=1C=C(CCO)C=CC1 (3-methylphenethyl alcohol), resultant mixture. Solvent: CN(C=O)C (dimethylformamide), CN(C=O)C (dimethylformamide). Run at time 8 hour. The product is CC=1C=C(CCOC2=NC=C(C=C2)[N+](=O)[O-])C=CC1 (2-(3-methylphenethyloxy)-5-nitropyridine). Yield: 79.1%. Reaction SMILES: [H-].[Na+].[CH3:3][C:4]1[CH:5]=[C:6]([CH:10]=[CH:11][CH:12]=1)[CH2:7][CH2:8][OH:9].Cl[C:14]1[CH:19]=[CH:18][C:17]([N+:20]([O-:22])=[O:21])=[CH:16][N:15]=1>CN(C)C=O>[CH3:3][C:4]1[CH:5]=[C:6]([CH:10]=[CH:11][CH:12]=1)[CH2:7][CH2:8][O:9][C:14]1[CH:19]=[CH:18][C:17]([N+:20]([O-:22])=[O:21])=[CH:16][N:15]=1 |f:0.1|. Reported procedure: To a solution of 4.8 g of sodium hydride (50% oily suspension) in 130 ml of dimethylformamide, was added dropwise 13.6 g of 3-methylphenethyl alcohol in 20 minutes, and the resultant mixture was heated at 60° C. for 2 hours. After cooling, a solution of 15.9 g of 2-chloro-5-nitropyridine in 80 ml of dimethylformamide was added dropwise thereto at a temperature below 20° C. under ice-cooling. After standing at room temperature overnight, the reaction mixture was poured into ice water, followed by...